This data is from the Open Reaction Database (ORD), a public repository of structured organic reaction records. The task is: describe an organic reaction: reactants, conditions, products, and yield The reactants are [BH4-], COc1cc(Br)cc(C=O)c1O, C1CCOC1, CC(=O)O, Cl, [Na+]. Product: COc1cc(Br)cc(CO)c1O. As a reaction SMILES: [BH4-:1].[Br:8][c:9]1[cH:10][c:11]([O:18][CH3:19])[c:12]([OH:17])[c:13]([CH:14]=[O:15])[cH:16]1.[CH2:3]1[O:4][CH2:5][CH2:6][CH2:7]1.[CH3:21][C:22](=[O:23])[OH:24].[ClH:20].[Na+:2]>>[Br:8][c:9]1[cH:10][c:11]([O:18][CH3:19])[c:12]([OH:17])[c:13]([CH2:14][OH:15])[cH:16]1.